Dataset: the Open Reaction Database (ORD), a public repository of structured organic reaction records. Task: describe an organic reaction: reactants, conditions, products, and yield Starting materials: O1C(=CC=C1)C(=O)C1=CC=C(C(=O)N2CC3=C(CC2)C=CO3)C=C1 (6-[4-(2-furoyl)benzoyl]-4,5,6,7-tetrahydrofuro[2,3-c]pyridine), CNC (dimethylamine), C=O (formaldehyde). The solvent is C(C)(=O)O (acetic acid). Run at temperature 100 celsius, time 0.5 hour. The product is CN(C)CC1=CC2=C(CN(CC2)C(C2=CC=C(C=C2)C(=O)C=2OC=CC2)=O)O1 (N,N-dimethyl-[6-[4-(2-furoyl)benzoyl]-4,5,6,7-tetrahydrofuro[2,3-c]pyridin-2-ylmethyl]amine). Reaction SMILES: [O:1]1[CH:5]=[CH:4][CH:3]=[C:2]1[C:6]([C:8]1[CH:24]=[CH:23][C:11]([C:12]([N:14]2[CH2:19][CH2:18][C:17]3[CH:20]=[CH:21][O:22][C:16]=3[CH2:15]2)=[O:13])=[CH:10][CH:9]=1)=[O:7].[CH3:25][NH:26][CH3:27].[CH2:28]=O>C(O)(=O)C>[CH3:25][N:26]([CH2:28][C:21]1[O:22][C:16]2[CH2:15][N:14]([C:12](=[O:13])[C:11]3[CH:10]=[CH:9][C:8]([C:6]([C:2]4[O:1][CH:5]=[CH:4][CH:3]=4)=[O:7])=[CH:24][CH:23]=3)[CH2:19][CH2:18][C:17]=2[CH:20]=1)[CH3:27]. Procedure details: To a solution of 0.323 g (1.005 mmol) of 6-[4-(2-furoyl)benzoyl]-4,5,6,7-tetrahydrofuro[2,3-c]pyridine in 10 ml of acetic acid, 0.14 g (1.5 mmol) of 50% aqueous dimethylamine and 0.12 g (1.5 mmol) of 37% aqueous formaldehyde were added, followed by stirring at 100° C. for 0.5 hours. After the solvent was distilled off under reduced pressure, the residual solution was alkalified with aqueous sodium hydroxide and extracted with ethyl acetate 3 times. The combined organic layer was dried over anhyd... Yields the product [Si](C)(C)(C(C)(C)C)OC[C@@]1(CC=2N(CCS1)C(=NN2)C2(CC2)C2=CC=C(C=C2)Cl)C ((8S)-8-({[t-Butyl(dimethyl)silyl]oxy}methyl)-3-[1-(4-chlorophenyl)cyclopropyl]-8-methyl-5,6,8,9-tetrahydro[1,2,4]triazolo[4,3-d][1,4]thiazepine). Starting materials: [Si](C)(C)(C(C)(C)C)OC[C@@]1(CC(=NCCS1)SC)C ((7S)-7-({[t-Butyl(dimethyl)silyl]oxy}methyl)-7-methyl-5-(methylthio)-2,3,6,7-tetrahydro-1,4-thiazepine), ClC1=CC=C(C=C1)C1(CC1)C(=O)NN (1-(4-Chlorophenyl)cyclopropanecarbohydrazide). Conditions: temperature 140 celsius, time 5 hour. As a reaction SMILES: [Si:1]([O:8][CH2:9][C@@:10]1([CH3:19])[S:16][CH2:15][CH2:14][N:13]=[C:12](SC)[CH2:11]1)([C:4]([CH3:7])([CH3:6])[CH3:5])([CH3:3])[CH3:2].[Cl:20][C:21]1[CH:26]=[CH:25][C:24]([C:27]2([C:30]([NH:32][NH2:33])=O)[CH2:29][CH2:28]2)=[CH:23][CH:22]=1>C(O)CCC>[Si:1]([O:8][CH2:9][C@@:10]1([CH3:19])[S:16][CH2:15][CH2:14][N:13]2[C:30]([C:27]3([C:24]4[CH:23]=[CH:22][C:21]([Cl:20])=[CH:26][CH:25]=4)[CH2:29][CH2:28]3)=[N:32][N:33]=[C:12]2[CH2:11]1)([C:4]([CH3:7])([CH3:6])[CH3:5])([CH3:3])[CH3:2]. The solvent is C(CCC)O (1-butanol). Procedure: The compound (2.07 g, 6.54 mmol) obtained in Example 3-1) and the compound (1.38 g, 6.54 mmol) obtained in Example 1-1) were dissolved in 1-butanol (10 mL), and the mixture was stirred at 140° C. for 5 h under a nitrogen atmosphere. The reaction mixture was cooled to room temperature, then the solvent was distilled off, and the obtained residue was purified by silica gel column chromatography (elution solvent: ethyl acetate/hexane=30% to 80%) to obtain the title compound (1.27 g, 42%) in a white... Yield: 41.8%. Reactants: O1CCOC12CCN(CC2)C(=O)N2CC(CC(C2)C2=CC=C(C=C2)C(F)(F)F)C(=O)OC (Methyl 1-(1,4-dioxa-8-azaspiro[4.5]dec-8-ylcarbonyl)-5-[4-(trifluoromethyl)phenyl]piperidine-3-carboxylate), CC(C)([O-])C.[K+] (potassium tert-butoxide). Yields the product O1CCOC12CCN(CC2)C(=O)N2CC(CC(C2)C2=CC=C(C=C2)C(F)(F)F)C(=O)O (1-(1,4-Dioxa-8-azaspiro[4.5]dec-8-ylcarbonyl)-5-[4-(trifluoromethyl)phenyl]piperidine-3-carboxylic acid). RXN SMILES: [O:1]1[C:5]2([CH2:10][CH2:9][N:8]([C:11]([N:13]3[CH2:18][CH:17]([C:19]4[CH:24]=[CH:23][C:22]([C:25]([F:28])([F:27])[F:26])=[CH:21][CH:20]=4)[CH2:16][CH:15]([C:29]([O:31]C)=[O:30])[CH2:14]3)=[O:12])[CH2:7][CH2:6]2)[O:4][CH2:3][CH2:2]1.CC(C)([O-])C.[K+]>>[O:4]1[C:5]2([CH2:10][CH2:9][N:8]([C:11]([N:13]3[CH2:18][CH:17]([C:19]4[CH:24]=[CH:23][C:22]([C:25]([F:27])([F:26])[F:28])=[CH:21][CH:20]=4)[CH2:16][CH:15]([C:29]([OH:31])=[O:30])[CH2:14]3)=[O:12])[CH2:7][CH2:6]2)[O:1][CH2:2][CH2:3]1 |f:1.2|. Procedure: 5.15 g (11.3 mmol) of the compound from Example 59A and 12.7 g (113 mmol) of potassium tert-butoxide were reacted according to the General Method 7A. Yield: 5.00 g (99% of theory) Reactants: C1CCOC1, CS(C)=O, COc1cccc(CC#N)c1, CC(C)(C)OC(=O)N(CCCl)CCCl, [H-], [Na+]. Reaction SMILES: [CH2:32]1[O:33][CH2:34][CH2:35][CH2:36]1.[CH3:28][S:29]([CH3:30])=[O:31].[CH3:3][O:4][c:5]1[cH:6][c:7]([CH2:11][C:12]#[N:13])[cH:8][cH:9][cH:10]1.[Cl:14][CH2:15][CH2:16][N:17]([C:18]([O:19][C:20]([CH3:21])([CH3:22])[CH3:23])=[O:24])[CH2:25][CH2:26][Cl:27].[H-:1].[Na+:2]>>[CH3:3][O:4][c:5]1[cH:6][c:7]([C:11]2([C:12]#[N:13])[CH2:15][CH2:16][N:17]([C:18]([O:19][C:20]([CH3:21])([CH3:22])[CH3:23])=[O:24])[CH2:25][CH2:26]2)[cH:8][cH:9][cH:10]1. The product is COc1cccc(C2(C#N)CCN(C(=O)OC(C)(C)C)CC2)c1. Starting materials: BrC1C(C2=CC=CC=C2C1)=O (2-bromo-1-indanone), Cl.CC(C)N1C=NC(=C1)CC(=S)N ([1-(2-propyl)-4-imidazolyl]thioacetamide hydrochloride). The product is CC(C)N1C=NC(=C1)CC=1SC2=C(N1)C=1C=CC=CC1C2 (2-[[1-(2-Propyl)-4-imidazolyl]methyl]-8H-indeno[1,2-d]thiazole). RXN SMILES: Br[CH:2]1[CH2:10][C:9]2[C:4](=[CH:5][CH:6]=[CH:7][CH:8]=2)[C:3]1=O.Cl.[CH3:13][CH:14]([N:16]1[CH:20]=[C:19]([CH2:21][C:22]([NH2:24])=[S:23])[N:18]=[CH:17]1)[CH3:15]>>[CH3:15][CH:14]([N:16]1[CH:20]=[C:19]([CH2:21][C:22]2[S:23][C:2]3[CH2:10][C:9]4[CH:8]=[CH:7][CH:6]=[CH:5][C:4]=4[C:3]=3[N:24]=2)[N:18]=[CH:17]1)[CH3:13] |f:1.2|. Procedure details: Starting compounds: 2-bromo-1-indanone, [1-(2-propyl)-4-imidazolyl]thioacetamide hydrochloride As a reaction SMILES: [CH3:1][NH:2][C:3]1[CH:25]=[CH:24][C:6]([CH2:7][N:8]2[C:12]3[CH:13]=[CH:14][CH:15]=[CH:16][C:11]=3[N:10]=[C:9]2[CH2:17][CH2:18][C:19]([O:21][CH2:22][CH3:23])=[O:20])=[CH:5][C:4]=1[N+:26]([O-])=O>[Pd].CO.C(Cl)Cl>[NH2:26][C:4]1[CH:5]=[C:6]([CH:24]=[CH:25][C:3]=1[NH:2][CH3:1])[CH2:7][N:8]1[C:12]2[CH:13]=[CH:14][CH:15]=[CH:16][C:11]=2[N:10]=[C:9]1[CH2:17][CH2:18][C:19]([O:21][CH2:22][CH3:23])=[O:20] |f:2.3|. Run in CO.C(Cl)Cl (methanol methylene chloride). The reactants are CNC1=C(C=C(CN2C(=NC3=C2C=CC=C3)CCC(=O)OCC)C=C1)[N+](=O)[O-] (ethyl 3-[1-(4-methylamino-3-nitro-benzyl)-1H-benzimidazol-2-yl]-propionate). Yields the product NC=1C=C(CN2C(=NC3=C2C=CC=C3)CCC(=O)OCC)C=CC1NC (Ethyl 3-[1-(3-amino-4-methylamino-benzyl)-1H-benzimidazol-2-yl]-propionate). Reagents/catalysts: [Pd] (palladium on activated charcoal). Reported procedure: Prepared analogously to Example 1c from ethyl 3-[1-(4-methylamino-3-nitro-benzyl)-1H-benzimidazol-2-yl]-propionate and palladium on activated charcoal in methanol/methylene chloride.